From a dataset of the Open Reaction Database (ORD), a public repository of structured organic reaction records. describe an organic reaction: reactants, conditions, products, and yield Starting materials: BrC=1C=C(C=2NC3=CC=C(C=C3C2C1)Br)[N+](=O)[O-] (3,6-dibromo-1-nitrocarbazole), [H-].[Na+] (NaH), oil, CI (CH3I). Solvent: CS(=O)C (DMSO), CCCCC (pentane). Conditions: time 2 minute. Product: BrC=1C=C(C=2N(C3=CC=C(C=C3C2C1)Br)C)[N+](=O)[O-] (3,6-Dibromo-9-Methyl-1-Nitrocarbazole). As a reaction SMILES: [Br:1][C:2]1[CH:3]=[C:4]([N+:16]([O-:18])=[O:17])[C:5]2[NH:6][C:7]3[C:12]([C:13]=2[CH:14]=1)=[CH:11][C:10]([Br:15])=[CH:9][CH:8]=3.[CH3:19]I.[H-].[Na+]>CS(C)=O.CCCCC>[Br:1][C:2]1[CH:3]=[C:4]([N+:16]([O-:18])=[O:17])[C:5]2[N:6]([CH3:19])[C:7]3[C:12]([C:13]=2[CH:14]=1)=[CH:11][C:10]([Br:15])=[CH:9][CH:8]=3 |f:2.3|. Reported procedure: 3,6-dibromo-1-nitrocarbazole (3.56 g, 0.01 mole) was dissolved in 30 ml of warm DMSO followed by the addition of 30 ml of CH3I. Then 2.0 g of 50% NaH dispersion in mineral oil (0.02 mole) was washed under N2 with 2×50 ml of pentane, dried under N2 and added rapidly to the DMSO solution. The solution turned purple immediately with H2 evolution and became yellow in two minutes. Addition of 0.25 g of NaH did not cause the yellow slurrY to turn purple indicating that the reaction was complete. Metha... The reactants are CC(C)(C)C1CCc2[nH]c3ccccc3c2C1, CN(C)C=O, [H-], ClCCN1CCCC1, [Na+], O. Product: CC(C)(C)C1CCc2c(c3ccccc3n2CCN2CCCC2)C1. As a reaction SMILES: [C:3]([CH3:4])([CH3:5])([CH3:6])[CH:7]1[CH2:8][CH2:9][c:10]2[nH:11][c:12]3[cH:13][cH:14][cH:15][cH:16][c:17]3[c:18]2[CH2:19]1.[CH3:29][N:30]([CH3:31])[CH:32]=[O:33].[H-:1].[N:20]1([CH2:25][CH2:26][Cl:27])[CH2:21][CH2:22][CH2:23][CH2:24]1.[Na+:2].[OH2:28]>>[C:3]([CH3:4])([CH3:5])([CH3:6])[CH:7]1[CH2:8][CH2:9][c:10]2[n:11]([CH2:26][CH2:25][N:20]3[CH2:21][CH2:22][CH2:23][CH2:24]3)[c:12]3[cH:13][cH:14][cH:15][cH:16][c:17]3[c:18]2[CH2:19]1.